Dataset: the Open Reaction Database (ORD), a public repository of structured organic reaction records. Task: describe an organic reaction: reactants, conditions, products, and yield Reactants: CC(C)(C)OC(=O)N1CC(N2CCOC(C)(C)C2)C1, ClCCl, O=C(O)C(F)(F)F. Product: CC1(C)CN(C2CNC2)CCO1. Reaction SMILES: [C:1]([O:2][C:3](=[O:4])[N:8]1[CH2:9][CH:10]([N:12]2[CH2:13][C:14]([CH3:18])([CH3:19])[O:15][CH2:16][CH2:17]2)[CH2:11]1)([CH3:5])([CH3:6])[CH3:7].[Cl:27][CH2:28][Cl:29].[F:20][C:21]([F:22])([F:23])[C:24]([OH:25])=[O:26]>>[NH:8]1[CH2:9][CH:10]([N:12]2[CH2:13][C:14]([CH3:18])([CH3:19])[O:15][CH2:16][CH2:17]2)[CH2:11]1. The reactants are Cc1ccc(C)cc1, CS(C)=O, N#Cc1ccccc1Cl, Cl[Pd]Cl, [Na+], [Na+], O=C([O-])[O-], O, OCCN(CCO)CCO, Cc1ccc(B(O)O)cc1. The product is Cc1ccc(-c2ccccc2C#N)cc1. RXN SMILES: [CH3:26][c:27]1[cH:28][cH:29][c:30]([CH3:31])[cH:32][cH:33]1.[CH3:45][S:46]([CH3:47])=[O:48].[Cl:1][c:2]1[c:3]([C:4]#[N:5])[cH:6][cH:7][cH:8][cH:9]1.[Cl:49][Pd:50][Cl:51].[Na+:20].[Na+:21].[O-:22][C:23](=[O:24])[O-:25].[OH2:44].[OH:34][CH2:35][CH2:36][N:37]([CH2:38][CH2:39][OH:40])[CH2:41][CH2:42][OH:43].[c:10]1([CH3:19])[cH:11][cH:12][c:13]([B:16]([OH:17])[OH:18])[cH:14][cH:15]1>>[c:2]1(-[c:13]2[cH:12][cH:11][c:10]([CH3:19])[cH:15][cH:14]2)[c:3]([C:4]#[N:5])[cH:6][cH:7][cH:8][cH:9]1. Starting materials: CC(C)(C)N, Cc1ccccc1, O=Cc1ccccc1CCCCCCCCc1ccccc1. Product: CC(C)(C)N=Cc1ccccc1CCCCCCCCc1ccccc1. As a reaction SMILES: [C:23]([CH3:24])([CH3:25])([CH3:26])[NH2:27].[CH3:28][c:29]1[cH:30][cH:31][cH:32][cH:33][cH:34]1.[c:1]1([CH2:7][CH2:8][CH2:9][CH2:10][CH2:11][CH2:12][CH2:13][CH2:14][c:15]2[c:16]([CH:17]=[O:18])[cH:19][cH:20][cH:21][cH:22]2)[cH:2][cH:3][cH:4][cH:5][cH:6]1>>[c:1]1([CH2:7][CH2:8][CH2:9][CH2:10][CH2:11][CH2:12][CH2:13][CH2:14][c:15]2[c:16]([CH:17]=[N:27][C:23]([CH3:24])([CH3:25])[CH3:26])[cH:19][cH:20][cH:21][cH:22]2)[cH:2][cH:3][cH:4][cH:5][cH:6]1. The yield is 44.0%. Product: FC1=CC=C(C=C1)C(=O)N=C=S (4-Fluoro-1-benzenecarbonyl isothiocyanate), COC=1C=C2C(=CC=NC2=CC1OC)OC1=CC(=C(C=C1)NC(=S)NC(C1=CC=C(C=C1)F)=O)C (N-{4-[(6,7-Dimethoxy-4-quinolyl)oxy]-2-methylphenyl}-N′-(4-fluorobenzoyl)thiourea). Starting materials: FC1=CC=C(C=C1)C(=O)N=C=S (4-Fluoro-1-benzenecarbonyl isothiocyanate), FC1=CC=C(C=C1)C(=O)Cl (4-fluoro-1-benzenecarbonyl chloride), COC=1C=C2C(=CC=NC2=CC1OC)OC1=CC(=C(N)C=C1)C (4-[(6,7-Dimethoxy-4-quinolyl)oxy]-2-methylaniline), C1(=CC=CC=C1)C (toluene). Procedure: 4-Fluoro-1-benzenecarbonyl isothiocyanate was prepared using commercially available 4-fluoro-1-benzenecarbonyl chloride (80 mg) as a starting compound according to the description of the literature. 4-Fluoro-1-benzenecarbonyl isothiocyanate was dissolved in ethanol (1 ml) to prepare a solution. 4-[(6,7-Dimethoxy-4-quinolyl)oxy]-2-methylaniline (50 mg), toluene (5 ml), and ethanol (1 ml) were added to the solution, and the mixture was stirred at room temperature for 2 hr. The reaction solution wa... Conditions: time 2 hour. The solvent is C(C)O (ethanol), C(C)O (ethanol). As a reaction SMILES: FC1C=CC(C(Cl)=O)=CC=1.[F:11][C:12]1[CH:17]=[CH:16][C:15]([C:18]([N:20]=[C:21]=[S:22])=[O:19])=[CH:14][CH:13]=1.[CH3:23][O:24][C:25]1[CH:26]=[C:27]2[C:32](=[CH:33][C:34]=1[O:35][CH3:36])[N:31]=[CH:30][CH:29]=[C:28]2[O:37][C:38]1[CH:44]=[CH:43][C:41]([NH2:42])=[C:40]([CH3:45])[CH:39]=1.C1(C)C=CC=CC=1>C(O)C>[F:11][C:12]1[CH:13]=[CH:14][C:15]([C:18]([N:20]=[C:21]=[S:22])=[O:19])=[CH:16][CH:17]=1.[CH3:23][O:24][C:25]1[CH:26]=[C:27]2[C:32](=[CH:33][C:34]=1[O:35][CH3:36])[N:31]=[CH:30][CH:29]=[C:28]2[O:37][C:38]1[CH:44]=[CH:43][C:41]([NH:42][C:21]([NH:20][C:18](=[O:19])[C:15]2[CH:14]=[CH:13][C:12]([F:11])=[CH:17][CH:16]=2)=[S:22])=[C:40]([CH3:45])[CH:39]=1. The reactants are C(C)OC(\C=C\[C@@H]1CC[C@H](CC1)C(C)(C)C)=O (trans-(E)-3-[4-(1,1-dimethylethyl)cyclohexyl]-2-propenoic acid ethyl ester). Reagents/catalysts: [Pd] (Pd/C). The solvent is CCO (EtOH). The product is C(C)OC(CC[C@@H]1CC[C@H](CC1)C(C)(C)C)=O (trans-4-(1,1-dimethylethyl)cyclohexanepropanoic acid ethyl ester). The yield is 98.7%. As a reaction SMILES: [CH2:1]([O:3][C:4](=[O:17])/[CH:5]=[CH:6]/[C@H:7]1[CH2:12][CH2:11][C@H:10]([C:13]([CH3:16])([CH3:15])[CH3:14])[CH2:9][CH2:8]1)[CH3:2]>[Pd].CCO>[CH2:1]([O:3][C:4](=[O:17])[CH2:5][CH2:6][C@H:7]1[CH2:8][CH2:9][C@H:10]([C:13]([CH3:16])([CH3:15])[CH3:14])[CH2:11][CH2:12]1)[CH3:2]. Reported procedure: A suspension of trans-(E)-3-[4-(1,1-dimethylethyl)cyclohexyl]-2-propenoic acid ethyl ester (3.6 g, 15.1 mmol) in abs. EtOH (388 mL) and 5% Pd/C (1.4 g) was hydrogenated at 1 atm for 2 h. The catalyst was filtered over Celite and the filtrate and washings were concentrated to dryness to give trans-4-(1,1-dimethylethyl)cyclohexanepropanoic acid ethyl ester (3.58 g, 14.9 mmol) in 99% yield. Reaction SMILES: [C:15]([C:16](=[O:17])[O:18][CH2:19][CH3:20])(=[O:21])[O:22][CH2:23][CH3:24].[CH2:25]([OH:26])[CH3:27].[Cl:2][c:3]1[cH:4][c:5]([F:14])[c:6]([CH:9]=[CH:10][C:11]([CH3:12])=[O:13])[cH:7][cH:8]1.[Na:1]>>[Cl:2][c:3]1[cH:4][c:5]([F:14])[c:6]([CH:9]=[CH:10][C:11]([CH2:12][C:15]([C:16](=[O:17])[O:18][CH2:19][CH3:20])=[O:21])=[O:13])[cH:7][cH:8]1. Product: CCOC(=O)C(=O)CC(=O)C=Cc1ccc(Cl)cc1F. The reactants are CCOC(=O)C(=O)OCC, CCO, CC(=O)C=Cc1ccc(Cl)cc1F, [Na].